The task is: describe an organic reaction: reactants, conditions, products, and yield. This data is from the Open Reaction Database (ORD), a public repository of structured organic reaction records. Starting materials: FC(C=1C=C(CN2C[C@@H]3[C@H](C2)[C@H](CC3)N)C=CC1)(F)F ((3aR,4S,6aS)-2-(3-(Trifluoromethyl)benzyl)octahydrocyclopenta[c]pyrrol-4-amine), BrC(C1=CC=CC=C1)C1=CC=CC=C1 ((bromomethylene)dibenzene), C([O-])([O-])=O.[K+].[K+] (potassium carbonate). The solvent is CN(C=O)C (N,N-dimethylformamide). Reaction conditions: time 72 hour. The product is C(C1=CC=CC=C1)(C1=CC=CC=C1)N[C@H]1CC[C@@H]2CN(C[C@@H]21)CC2=CC(=CC=C2)C(F)(F)F ((3aR,4S,6aS)-N-benzhydryl-2-(3-(trifluoromethyl)benzyl)octahydrocyclopenta[c]pyrrol-4-amine). RXN SMILES: [F:1][C:2]([F:20])([F:19])[C:3]1[CH:4]=[C:5]([CH:16]=[CH:17][CH:18]=1)[CH2:6][N:7]1[CH2:11][C@@H:10]2[C@@H:12]([NH2:15])[CH2:13][CH2:14][C@@H:9]2[CH2:8]1.Br[CH:22]([C:29]1[CH:34]=[CH:33][CH:32]=[CH:31][CH:30]=1)[C:23]1[CH:28]=[CH:27][CH:26]=[CH:25][CH:24]=1.C(=O)([O-])[O-].[K+].[K+]>CN(C)C=O>[CH:22]([NH:15][C@@H:12]1[C@@H:10]2[C@@H:9]([CH2:8][N:7]([CH2:6][C:5]3[CH:16]=[CH:17][CH:18]=[C:3]([C:2]([F:19])([F:1])[F:20])[CH:4]=3)[CH2:11]2)[CH2:14][CH2:13]1)([C:23]1[CH:28]=[CH:27][CH:26]=[CH:25][CH:24]=1)[C:29]1[CH:34]=[CH:33][CH:32]=[CH:31][CH:30]=1 |f:2.3.4|. Reported procedure: (3aR,4S,6aS)-2-(3-(Trifluoromethyl)benzyl)octahydrocyclopenta[c]pyrrol-4-amine (60 mg, 0.211 mmol), from Example 156 Step A was combined with (bromomethylene)dibenzene (62.6 mg, 0.253 mmol) and potassium carbonate (87 mg, 0.633 mmol) in N,N-dimethylformamide (1 mL). The reaction was stirred at room temperature for 72 hours. The reaction was quenched with water and extracted with diethyl ether. The ether extracts were washed with water (3×1 mL) and the solvent removed. The crude material was puri...